Dataset: the Open Reaction Database (ORD), a public repository of structured organic reaction records. Task: describe an organic reaction: reactants, conditions, products, and yield Reactants: NCCC(=C(F)F)F (4-amino-1,1,2-trifluoro-1-butene), Cl (hydrochloric acid). As a reaction SMILES: [NH2:1][CH2:2][CH2:3][C:4]([F:8])=[C:5]([F:7])[F:6].[ClH:9]>C(OCC)C>[ClH:9].[NH2:1][CH2:2][CH2:3][C:4]([F:8])=[C:5]([F:7])[F:6] |f:3.4|. The product is Cl.NCCC(=C(F)F)F (4-amino-1,1,2-trifluoro-1-butene hydrochloride). The solvent is C(C)OCC (diethyl ether). Procedure: A stirred solution of 0.4 gram (0.004 mole) of 4-amino-1,1,2-trifluoro-1-butene in 25 ml of diethyl ether was saturated with gaseous hydrochloric acid. The reaction mixture was concentrated under reduced pressure to give 0.4 gram of 4-amino-1,1,2-trifluoro-1-butene hydrochloride as a solid. The nmr spectrum was consistent with the proposed structure. The reactants are CI (MeI), CCN(C(C)C)C(C)C (DIPEA), C(=O)([O-])[O-].[Na+].[Na+] (Na2CO3), O(C1=CC=CC=C1)CC(=O)N1C(CNCC1)C1=NC(=NO1)C1=CC=C(C(=O)N)C=C1 (4-{5-[1-(2-Phenoxy-acetyl)-piperazin-2-yl]-[1,2,4]oxadiazol-3-yl}-benzamide). Run in CN(C)C=O (DMF). Reaction conditions: time 8 hour. Product: CN1CC(N(CC1)C(COC1=CC=CC=C1)=O)C1=NC(=NO1)C1=CC=C(C(=O)N)C=C1 (4-{5-[4-Methyl-1-(2-phenoxy-acetyl)-piperazin-2-yl]-[1,2,4]oxadiazol-3-yl}-benzamide). As a reaction SMILES: [O:1]([CH2:8][C:9]([N:11]1[CH2:16][CH2:15][NH:14][CH2:13][CH:12]1[C:17]1[O:21][N:20]=[C:19]([C:22]2[CH:30]=[CH:29][C:25]([C:26]([NH2:28])=[O:27])=[CH:24][CH:23]=2)[N:18]=1)=[O:10])[C:2]1[CH:7]=[CH:6][CH:5]=[CH:4][CH:3]=1.[CH3:31]CN(C(C)C)C(C)C.C([O-])([O-])=O.[Na+].[Na+].CI>CN(C=O)C>[CH3:31][N:14]1[CH2:15][CH2:16][N:11]([C:9](=[O:10])[CH2:8][O:1][C:2]2[CH:7]=[CH:6][CH:5]=[CH:4][CH:3]=2)[CH:12]([C:17]2[O:21][N:20]=[C:19]([C:22]3[CH:23]=[CH:24][C:25]([C:26]([NH2:28])=[O:27])=[CH:29][CH:30]=3)[N:18]=2)[CH2:13]1 |f:2.3.4|. Procedure: 0.1 mmol of 4-{5-[1-(2-Phenoxy-acetyl)-piperazin-2-yl]-[1,2,4]oxadiazol-3-yl}-benzamide are dissolved in 1 ml DMF and 1 eq. DIPEA and Na2CO3 added. To the suspension 1 eq. of MeI is added and the reaction stirred at room temperature overnight. The product is isolated via preparative HPLC. The reactants are C(=O)([O-])[O-].[K+].[K+] (K2CO3), N#N (N2), N1CCCC1 (pyrrolidine), ClCCOCCO (2-(2-chloroethoxy)ethanol). Run in C1(=CC=CC=C1)C (toluene). Yields the product N1(CCCC1)CCOCCO (2-(2-(pyrrolidin-1-yl)ethoxy)ethanol). As a reaction SMILES: N#N.[NH:3]1[CH2:7][CH2:6][CH2:5][CH2:4]1.Cl[CH2:9][CH2:10][O:11][CH2:12][CH2:13][OH:14].C([O-])([O-])=O.[K+].[K+]>C1(C)C=CC=CC=1>[N:3]1([CH2:9][CH2:10][O:11][CH2:12][CH2:13][OH:14])[CH2:7][CH2:6][CH2:5][CH2:4]1 |f:3.4.5|. Reported procedure: In a flame dried round-bottomed flask equipped with a magnetic stir bar and under inert atmosphere (N2), to a solution of pyrrolidine (0.35 mL, 4.22 mmol) and 2-(2-chloroethoxy)ethanol (0.45 mL, 4.22 mmol) in dry toluene (7 mL) was added K2CO3 (3.21 g, 23.20 mmol) at rt followed by KI (70 mg, 0.42 mmol). The reaction mixture was stirred at reflux for 15 h. The mixture was filtered and the filtrate concentrated under reduced pressure to give crude 2-(2-(pyrrolidin-1-yl)ethoxy)ethanol as a yellow ... The reactants are CC(=O)OC1CCN(C2CC3(C)C(CCC4C3CCC3(C)C4CC(N4CCN(C)CC4)C3OC(C)=O)CC2OC(C)=O)CC1, CBr. Yields the product [Br-], CC(=O)OC1CCN(C2CC3(C)C(CCC4C3CCC3(C)C4CC(N4CC[N+](C)(C)CC4)C3OC(C)=O)CC2OC(C)=O)CC1. Reaction SMILES: [C:1]([CH3:2])(=[O:3])[O:4][CH:5]1[CH2:6][CH:7]2[CH2:8][CH2:9][CH:10]3[CH:11]4[CH2:12][CH:13]([N:38]5[CH2:39][CH2:40][N:41]([CH3:44])[CH2:42][CH2:43]5)[CH:14]([O:34][C:35]([CH3:36])=[O:37])[C:15]4([CH3:16])[CH2:17][CH2:18][CH:19]3[C:20]2([CH3:33])[CH2:21][CH:22]1[N:23]1[CH2:24][CH2:25][CH:26]([O:29][C:30]([CH3:31])=[O:32])[CH2:27][CH2:28]1.[CH3:45][Br:46]>>[Br-:46].[C:1]([CH3:2])(=[O:3])[O:4][CH:5]1[CH2:6][CH:7]2[CH2:8][CH2:9][CH:10]3[CH:11]4[CH2:12][CH:13]([N:38]5[CH2:39][CH2:40][N+:41]([CH3:44])([CH3:45])[CH2:42][CH2:43]5)[CH:14]([O:34][C:35]([CH3:36])=[O:37])[C:15]4([CH3:16])[CH2:17][CH2:18][CH:19]3[C:20]2([CH3:33])[CH2:21][CH:22]1[N:23]1[CH2:24][CH2:25][CH:26]([O:29][C:30]([CH3:31])=[O:32])[CH2:27][CH2:28]1. The reactants are [Br-], O=C([O-])O, CCCCCCCOc1ccc(-c2ncc(C=O)cn2)cc1, CCCCCC, COC(C)(C)C, c1ccc([P+](CCCCCCCCC2CCCC2)(c2ccccc2)c2ccccc2)cc1, [Na+], C1CCOC1. The product is CCCCCCCOc1ccc(-c2ncc(C=CCCCCCCCC3CCCC3)cn2)cc1. As a reaction SMILES: [Br-:1].[C:62](=[O:63])([O-:64])[OH:65].[CH2:40]([CH2:41][CH2:42][CH2:43][CH2:44][CH2:45][CH3:46])[O:47][c:48]1[cH:49][cH:50][c:51](-[c:54]2[n:55][cH:56][c:57]([CH:60]=[O:61])[cH:58][n:59]2)[cH:52][cH:53]1.[CH3:34][CH2:35][CH2:36][CH2:37][CH2:38][CH3:39].[CH3:67][O:68][C:69]([CH3:70])([CH3:71])[CH3:72].[CH:2]1([CH2:7][CH2:8][CH2:9][CH2:10][CH2:11][CH2:12][CH2:13][CH2:14][P+:15]([c:16]2[cH:17][cH:18][cH:19][cH:20][cH:21]2)([c:22]2[cH:23][cH:24][cH:25][cH:26][cH:27]2)[c:28]2[cH:29][cH:30][cH:31][cH:32][cH:33]2)[CH2:3][CH2:4][CH2:5][CH2:6]1.[Na+:66].[O:73]1[CH2:74][CH2:75][CH2:76][CH2:77]1>>[CH:2]1([CH2:7][CH2:8][CH2:9][CH2:10][CH2:11][CH2:12][CH2:13][CH:14]=[CH:60][c:57]2[cH:56][n:55][c:54](-[c:51]3[cH:50][cH:49][c:48]([O:47][CH2:40][CH2:41][CH2:42][CH2:43][CH2:44][CH2:45][CH3:46])[cH:53][cH:52]3)[n:59][cH:58]2)[CH2:3][CH2:4][CH2:5][CH2:6]1.